From a dataset of the Open Reaction Database (ORD), a public repository of structured organic reaction records. describe an organic reaction: reactants, conditions, products, and yield Starting materials: C([O-])([O-])=O.[K+].[K+] (Potassium carbonate), BrC(C(=O)OC)C (methyl 2-bromopropionate), [OH-].[NH4+] (Ammonium hydroxide), [BH4-].[Na+] (Sodium borohydride), C(C)(=O)C1=CC=C(C#N)C=C1 (4-acetylbenzonitrile), CN (methylamine). The reagents and catalysts are CC([O-])C.[Ti+4].CC([O-])C.CC([O-])C.CC([O-])C (titanium isopropoxide). Solvent: CCOC(=O)C (EtOAc), C1CCOC1 (THF). Run at time 8 hour. The product is C(#N)C1=CC=C(C=C1)C(C)N([C@@H](C)C(=O)OC)C (methyl N-[1-(4-cyanophenyl)ethyl]-N-methylalaninate). As a reaction SMILES: [C:1]([C:4]1[CH:11]=[CH:10][C:7]([C:8]#[N:9])=[CH:6][CH:5]=1)(=O)[CH3:2].[CH3:12][NH2:13].[BH4-].[Na+].[OH-].[NH4+].C(=O)([O-])[O-].[K+].[K+].Br[CH:25]([CH3:30])[C:26]([O:28][CH3:29])=[O:27]>C1COCC1.CC(C)[O-].[Ti+4].CC(C)[O-].CC(C)[O-].CC(C)[O-].CCOC(C)=O>[C:8]([C:7]1[CH:10]=[CH:11][C:4]([CH:1]([N:13]([CH3:12])[C@H:25]([C:26]([O:28][CH3:29])=[O:27])[CH3:30])[CH3:2])=[CH:5][CH:6]=1)#[N:9] |f:2.3,4.5,6.7.8,11.12.13.14.15|. Procedure details: In THF (50 mL), was added 4-acetylbenzonitrile (5.0 g; 34 mmol), methylamine (21 mL; 2.00 M solution in THF; 42 mmol) and titanium isopropoxide (5.6 mL; 19 mmol). The mixture was stirred at RT overnight. Sodium borohydride (5.5 g; 145 mmol) was added and the reaction mixture was let stirred at RT for 2 h. Ammonium hydroxide solution 25% (100 mL) was added and the reaction mixture was let stirred at RT for 1 h30. It was then filtered through a pad of celite, which was washed with EtOAc. The organ... Starting materials: NC1=CC=2C=3N(C(N(C2C=C1)CC1=CC=CC=C1)=O)CCN3 (9-amino-5-oxo-6-benzyl-2,3,5,6-tetrahydroimidazo-[1,2-c]-quinazoline), C(C)(=O)OC(C)=O (acetic anhydride). Product: C(C)(=O)NC1=CC=2C=3N(C(N(C2C=C1)CC1=CC=CC=C1)=O)CCN3 (9-Acetoamido-5-oxo-6-benzyl-2,3,5,6-tetrahydroimidazo-[1,2-c]-quinazoline). As a reaction SMILES: [NH2:1][C:2]1[CH:11]=[CH:10][C:9]2[N:8]([CH2:12][C:13]3[CH:18]=[CH:17][CH:16]=[CH:15][CH:14]=3)[C:7](=[O:19])[N:6]3[CH2:20][CH2:21][N:22]=[C:5]3[C:4]=2[CH:3]=1.[C:23](OC(=O)C)(=[O:25])[CH3:24]>>[C:23]([NH:1][C:2]1[CH:11]=[CH:10][C:9]2[N:8]([CH2:12][C:13]3[CH:18]=[CH:17][CH:16]=[CH:15][CH:14]=3)[C:7](=[O:19])[N:6]3[CH2:20][CH2:21][N:22]=[C:5]3[C:4]=2[CH:3]=1)(=[O:25])[CH3:24]. Reported procedure: Preparation analogously to Example 37 from 9-amino-5-oxo-6-benzyl-2,3,5,6-tetrahydroimidazo-[1,2-c]-quinazoline and acetic anhydride. Starting materials: C, CCN1CCN(CCc2ccc(OCc3ccccc3)c(C(=O)Nc3cc(-c4ccccc4)ccc3C(=O)OC(C)(C)C)c2)CC1, CO, CCOC(C)=O, [Pd]. The product is CCN1CCN(CCc2ccc(O)c(C(=O)Nc3cc(-c4ccccc4)ccc3C(=O)OC(C)(C)C)c2)CC1. Reaction SMILES: [C:55].[CH2:1]([c:2]1[cH:3][cH:4][cH:5][cH:6][cH:7]1)[O:8][c:9]1[c:10]([C:11](=[O:12])[NH:13][c:14]2[c:15]([C:16](=[O:17])[O:18][C:19]([CH3:20])([CH3:21])[CH3:22])[cH:23][cH:24][c:25](-[c:27]3[cH:28][cH:29][cH:30][cH:31][cH:32]3)[cH:26]2)[cH:33][c:34]([CH2:37][CH2:38][N:39]2[CH2:40][CH2:41][N:42]([CH2:45][CH3:46])[CH2:43][CH2:44]2)[cH:35][cH:36]1.[CH3:47][OH:48].[CH3:49][CH2:50][O:51][C:52](=[O:53])[CH3:54].[Pd:56]>>[OH:8][c:9]1[c:10]([C:11](=[O:12])[NH:13][c:14]2[c:15]([C:16](=[O:17])[O:18][C:19]([CH3:20])([CH3:21])[CH3:22])[cH:23][cH:24][c:25](-[c:27]3[cH:28][cH:29][cH:30][cH:31][cH:32]3)[cH:26]2)[cH:33][c:34]([CH2:37][CH2:38][N:39]2[CH2:40][CH2:41][N:42]([CH2:45][CH3:46])[CH2:43][CH2:44]2)[cH:35][cH:36]1.